This data is from the Open Reaction Database (ORD), a public repository of structured organic reaction records. The task is: describe an organic reaction: reactants, conditions, products, and yield Starting materials: N#CCC(=O)O, C(=NC1CCCCC1)=NC1CCCCC1, OC1CN(C(c2ccccc2)c2ccccc2)C1, C1CCOC1. Yields the product N#CCC(=O)OC1CN(C(c2ccccc2)c2ccccc2)C1. RXN SMILES: [C:1](#[N:2])[CH2:3][C:4](=[O:5])[OH:6].[CH2:25]1[CH2:26][CH2:27][CH:28]([N:29]=[C:30]=[N:31][CH:32]2[CH2:33][CH2:34][CH2:35][CH2:36][CH2:37]2)[CH2:38][CH2:39]1.[CH:7]([c:8]1[cH:9][cH:10][cH:11][cH:12][cH:13]1)([c:14]1[cH:15][cH:16][cH:17][cH:18][cH:19]1)[N:20]1[CH2:21][CH:22]([OH:24])[CH2:23]1.[O:40]1[CH2:41][CH2:42][CH2:43][CH2:44]1>>[C:1](#[N:2])[CH2:3][C:4](=[O:5])[O:6][CH:22]1[CH2:21][N:20]([CH:7]([c:8]2[cH:9][cH:10][cH:11][cH:12][cH:13]2)[c:14]2[cH:15][cH:16][cH:17][cH:18][cH:19]2)[CH2:23]1. Starting materials: C1(CCCCC1)CCC(CCCC)O (1-Cyclohexylheptan-3-ol), COC(C1=C(C=C(C=C1)CBr)C1=C(C=CC=C1)C)=O (4-bromomethyl-2-(2-methylphenyl)benzoic acid methyl ester), CCOCC (ether). Product: COC(C1=C(C(=CC=C1)COC(CCC1CCCCC1)CCCC)C1=C(C=CC=C1)C)=O (1 -Cyclohexylheptan-3-yloxymethyl-2-(2-methylphenyl)benzoic acid methyl ester). Reaction SMILES: [CH:1]1([CH2:7][CH2:8][CH:9]([OH:14])[CH2:10][CH2:11][CH2:12][CH3:13])[CH2:6][CH2:5][CH2:4][CH2:3][CH2:2]1.[CH3:15][O:16][C:17](=[O:33])[C:18]1[CH:23]=[CH:22][C:21](CBr)=[CH:20][C:19]=1[C:26]1[CH:31]=[CH:30][CH:29]=[CH:28][C:27]=1[CH3:32].[CH3:34]COCC>>[CH3:15][O:16][C:17](=[O:33])[C:18]1[CH:23]=[CH:22][CH:21]=[C:20]([CH2:34][O:14][CH:9]([CH2:10][CH2:11][CH2:12][CH3:13])[CH2:8][CH2:7][CH:1]2[CH2:6][CH2:5][CH2:4][CH2:3][CH2:2]2)[C:19]=1[C:26]1[CH:31]=[CH:30][CH:29]=[CH:28][C:27]=1[CH3:32]. Procedure: The ether was prepared using the method described in Example 1205B starting with the compound from Example 1192A and 4-bromomethyl-2-(2-methylphenyl)benzoic acid methyl ester, prepared as in Example 1132A-D. m/e (ESI) 437 (MH+) Product: [Li]C1([Si](C)(C)C)CCCc2c(C)ccnc21. Starting materials: [Li]CCCC, C1CCOC1, CCCCCC, Cc1ccnc2c1CCCC2[Si](C)(C)C. Reaction SMILES: [CH2:1]([CH2:2][CH2:3][CH3:4])[Li:5].[CH2:27]1[O:28][CH2:29][CH2:30][CH2:31]1.[CH3:21][CH2:22][CH2:23][CH2:24][CH2:25][CH3:26].[CH3:6][Si:7]([CH:8]1[CH2:9][CH2:10][CH2:11][c:12]2[c:13]([CH3:18])[cH:14][cH:15][n:16][c:17]21)([CH3:19])[CH3:20]>>[Li:5][C:8]1([Si:7]([CH3:6])([CH3:19])[CH3:20])[CH2:9][CH2:10][CH2:11][c:12]2[c:13]([CH3:18])[cH:14][cH:15][n:16][c:17]21. Reactants: C(C)OC=1C(C(C1NC(C)(C)C)=O)=O (3-ethoxy-4-(tert-butylamino)-cyclobut-3-ene-1,2-dione), 1569s, 3293s, 1472s, 3242s, 1447s, 1794m, 1542s, 1655s, 2980m, FC(OC1=CC=C(CN)C=C1)(F)F (4-trifluoromethoxy-benzylamine), [K+].[Br-] (KBr), 3061w. The product is C(C)(C)(C)NC=1C(C(C1NCC1=CC=C(C=C1)OC(F)(F)F)=O)=O (3-tert-Butylamino-4-(4-trifluoromethoxy-benzylamino)-cyclobut-3-ene-1,2-dione). Yield: 66.0%. RXN SMILES: C(O[C:4]1[C:5](=[O:14])[C:6](=[O:13])[C:7]=1[NH:8][C:9]([CH3:12])([CH3:11])[CH3:10])C.[F:15][C:16]([F:27])([F:26])[O:17][C:18]1[CH:25]=[CH:24][C:21]([CH2:22][NH2:23])=[CH:20][CH:19]=1.[K+].[Br-]>>[C:9]([NH:8][C:7]1[C:6](=[O:13])[C:5](=[O:14])[C:4]=1[NH:23][CH2:22][C:21]1[CH:24]=[CH:25][C:18]([O:17][C:16]([F:15])([F:26])[F:27])=[CH:19][CH:20]=1)([CH3:10])([CH3:11])[CH3:12] |f:2.3|. Reported procedure: The title compound was prepared according to the procedure for example 1-step 2 except that 3-ethoxy-4-(tert-butylamino)-cyclobut-3-ene-1,2-dione was used in place of (R)-3-ethoxy-4-(1,2,2-trimethyl-propylamino)-cyclobut-3-ene-1,2-dione and 4-trifluoromethoxy-benzylamine was used in place of 4-fluoro-benzylamine. Yield: 66%; mp: 292°-294° C.; 1H NMR (300 MHz, DMSO-d6): δ1.36 (m, 9H), 4.73-4.79 (m 2H), 7.39 (d, J=8.0 Hz, 2H), 7.76 (d, J=8.2 Hz, 2H), 7.81 (brs, 1H), one N--H proton not seen; IR (K... Reactants: C(C1=CC=CC=C1)=O (Benzaldehyde), CO (methanol), [C@H]1([C@H](CCCC1)N)N ((1S,2S)-cyclohexane-1,2-diamine), [BH4-].[Na+] (Sodium borohydride). The solvent is O (water). Product: C(C1=CC=CC=C1)N[C@@H]1[C@H](CCCC1)N ((1S,2S)-N-benzylcyclohexane-1,2-diamine). The yield is 48.0%. Reaction SMILES: [CH:1](=O)[C:2]1[CH:7]=[CH:6][CH:5]=[CH:4][CH:3]=1.CO.[C@H:11]1([NH2:18])[CH2:16][CH2:15][CH2:14][CH2:13][C@@H:12]1[NH2:17].[BH4-].[Na+]>O>[CH2:1]([NH:17][C@H:12]1[CH2:13][CH2:14][CH2:15][CH2:16][C@@H:11]1[NH2:18])[C:2]1[CH:7]=[CH:6][CH:5]=[CH:4][CH:3]=1 |f:3.4|. Procedure details: Benzaldehyde (3.05 mL, 30.0 mmol) was added to a methanol (300 mL) solution of (1S,2S)-cyclohexane-1,2-diamine (3.43 g, 30.0 mmol) with stirring at room temperature, and the mixture was stirred overnight at the same temperature. The reaction mixture was cooled to 0° C. Sodium borohydride (2.27 g, 60.0 mmol) was added thereto, and the mixture was stirred at 0° C. for 2 hours. To the reaction mixture, water (30 mL) was added, and the product was extracted twice with methylene chloride (50 mL). The... The reactants are [BH4-].[Na+] (sodium borohydride), ClC1=CC(=C(C(=O)C=2C(=NNC2C(=O)OCC)C(=O)OCC)C=C1)[N+](=O)[O-] (diethyl 4-(4-chloro-2-nitrobenzoyl)-1H-pyrazole-3,5-dicarboxylate). Reagents/catalysts: C(C)(=O)[O-].[Ni+2].C(C)(=O)[O-] (nickel acetate). Solvent: O (water), O (water), Cl (hydrochloric acid). Run at temperature 8 celsius, time 6 hour. The product is ClC1=CC(=C(C(=O)C=2C(=NNC2C(=O)OCC)C(=O)OCC)C=C1)N (Diethyl 4-(4-chloro-2-aminobenzoyl)-1H-pyrazole-3,5-dicarboxylate). Isolated yield 96.5%. Reaction SMILES: [BH4-].[Na+].[Cl:3][C:4]1[CH:26]=[CH:25][C:7]([C:8]([C:10]2[C:11]([C:20]([O:22][CH2:23][CH3:24])=[O:21])=[N:12][NH:13][C:14]=2[C:15]([O:17][CH2:18][CH3:19])=[O:16])=[O:9])=[C:6]([N+:27]([O-])=O)[CH:5]=1>O.Cl.C([O-])(=O)C.[Ni+2].C([O-])(=O)C>[Cl:3][C:4]1[CH:26]=[CH:25][C:7]([C:8]([C:10]2[C:14]([C:15]([O:17][CH2:18][CH3:19])=[O:16])=[N:13][NH:12][C:11]=2[C:20]([O:22][CH2:23][CH3:24])=[O:21])=[O:9])=[C:6]([NH2:27])[CH:5]=1 |f:0.1,5.6.7|. Reported procedure: Alternatively, the title compound can be prepared as follows: A mixture of nickel acetate (444 g, 1.78 moles) and water (6.6 L) was cooled to 8° C. with stirring under nitrogen; then a solution of sodium borohydride (271 g, 7.16 moles) in water (3.55 L) was added dropwise over 1.5 hours maintaining the reaction temperature between 8° C. and 12° C. The reaction mixture was then stirred for 1.5 hours at 8-12° C. The reaction mixture was filtered through a coarse scintered glass filter funnel, keep... Reactants: C1(=CC=CC=C1)C1=CN=C(S1)NC(OC1=CC=C(C=C1)[N+](=O)[O-])=O (4-Nitrophenyl 5-phenyl-1,3-thiazol-2-ylcarbamate), CN(C=O)C (dimethylformamide), [OH-].[NH4+] (ammoniumhydroxide), tert-butyl 1,4-diazepene-1-carboxylate, C(C)(C)N(CC)C(C)C (diisopropylethylamine). The solvent is [Cl-].[Na+].O (brine). Reaction conditions: temperature 60 celsius. Yields the product C1(=CC=CC=C1)C1=CN=C(S1)NC(=O)N1CCN(CCC1)C(=O)OC(C)(C)C (tert-butyl 4-{[(5-phenyl-1,3-thiazol-2-yl)amino]carbonyl}-1,4-diazepane-1-carboxylate). RXN SMILES: [C:1]1([C:7]2[S:11][C:10]([NH:12][C:13](=[O:24])OC3C=CC([N+]([O-])=O)=CC=3)=[N:9][CH:8]=2)[CH:6]=[CH:5][CH:4]=[CH:3][CH:2]=1.C([N:28]([CH:31](C)C)[CH2:29][CH3:30])(C)C.[CH3:34][N:35]([CH3:38])[CH:36]=[O:37].[OH-:39].[NH4+]>[Cl-].[Na+].O>[C:1]1([C:7]2[S:11][C:10]([NH:12][C:13]([N:28]3[CH2:29][CH2:30][CH2:38][N:35]([C:36]([O:39][C:1]([CH3:7])([CH3:6])[CH3:2])=[O:37])[CH2:34][CH2:31]3)=[O:24])=[N:9][CH:8]=2)[CH:2]=[CH:3][CH:4]=[CH:5][CH:6]=1 |f:3.4,5.6.7|. Procedure details: 4-Nitrophenyl 5-phenyl-1,3-thiazol-2-ylcarbamate (200.0 mg, 0.59 mmol) along with tert-butyl 1,4-diazepene-1-carboxylate (125.0 ul, 0.64 mmol), diisopropylethylamine (205.5 ul, 2.1 mmol), and dimethylformamide (2.0 ml ) were combined and heated at 60° C. overnight. The reaction was poured into brine (25 ml) containing ammoniumhydroxide (2.0 ml). The mixture was extracted with ethyl acetate (4×25 ml) and the ethylacetate layer back extracted with additional brine/ammonium hydroxide until the yell...